Dataset: the Open Reaction Database (ORD), a public repository of structured organic reaction records. Task: describe an organic reaction: reactants, conditions, products, and yield The reactants are [Cl-].[Na+] (sodium chloride), C([O-])([O-])=O.[K+].[K+] (potassium carbonate), BrCCCl (1-bromo-2-chloroethane), C[C@H]1CC[C@H](CC1)NC(C=CC1=CC(=C(C=C1)O)OC)=O (N-(cis-4-methylcyclohexyl)-4-hydroxy-3-methoxycinnamamide). The solvent is C(Cl)Cl (methylene chloride), CC(=O)CC(C)C (methylisobutylketone). Yields the product C[C@H]1CC[C@H](CC1)NC(C=CC1=CC(=C(C=C1)OCCCl)OC)=O (N-(cis-4-methylcyclohexyl)-4-(2-chloroethoxy)-3-methoxycinnamamide). RXN SMILES: C(=O)([O-])[O-].[K+].[K+].Br[CH2:8][CH2:9][Cl:10].[CH3:11][C@@H:12]1[CH2:17][CH2:16][C@H:15]([NH:18][C:19](=[O:31])[CH:20]=[CH:21][C:22]2[CH:27]=[CH:26][C:25]([OH:28])=[C:24]([O:29][CH3:30])[CH:23]=2)[CH2:14][CH2:13]1.[Cl-].[Na+]>CC(CC(C)C)=O.C(Cl)Cl>[CH3:11][C@@H:12]1[CH2:13][CH2:14][C@H:15]([NH:18][C:19](=[O:31])[CH:20]=[CH:21][C:22]2[CH:27]=[CH:26][C:25]([O:28][CH2:8][CH2:9][Cl:10])=[C:24]([O:29][CH3:30])[CH:23]=2)[CH2:16][CH2:17]1 |f:0.1.2,5.6|. Procedure details: 6.2 g of potassium carbonate and 4.2 ml of 1-bromo-2-chloroethane were added to a solution of 8.67 g of N-(cis-4-methylcyclohexyl)-4-hydroxy-3-methoxycinnamamide (Example 105) in 200 ml of methylisobutylketone. The solution was reacted for 10 hours, while it was refluxed. After reaction, the reaction solution was allowed to cool, added with 200 ml of methylene chloride and 200 ml of an aqueous sodium chloride solution, and subjected to extraction. The aqueous layer was extracted twice with 100 m... The reactants are C(C1=CC=CC=C1)OC1=C(C(=O)OC)C=C(C=C1)C=C (methyl 2-benzyloxy-5-vinylbenzoate), C12CCCC(CCC1)B2 (9-borabicyclo[3.3.1]nonane), [OH-].[Na+] (sodium hydroxide), OO (hydrogen peroxide). The solvent is O1CCCC1 (tetrahydrofuran), O1CCCC1 (tetrahydrofuran), O (water). Reaction conditions: time 17.5 hour. Yields the product C(C1=CC=CC=C1)OC1=C(C(=O)OC)C=C(C=C1)CCO (methyl 2-benzyloxy-5-(2-hydroxyethyl)benzoate). RXN SMILES: [CH2:1]([O:8][C:9]1[CH:18]=[CH:17][C:16]([CH:19]=[CH2:20])=[CH:15][C:10]=1[C:11]([O:13][CH3:14])=[O:12])[C:2]1[CH:7]=[CH:6][CH:5]=[CH:4][CH:3]=1.C12BC(CCC1)CCC2.[OH-:30].[Na+].OO>O1CCCC1.O>[CH2:1]([O:8][C:9]1[CH:18]=[CH:17][C:16]([CH2:19][CH2:20][OH:30])=[CH:15][C:10]=1[C:11]([O:13][CH3:14])=[O:12])[C:2]1[CH:3]=[CH:4][CH:5]=[CH:6][CH:7]=1 |f:2.3|. Procedure details: To a stirred solution of the obtained methyl 2-benzyloxy-5-vinylbenzoate (1.52 g) in tetrahydrofuran (15 ml) was added dropwise a solution of 9-borabicyclo[3.3.1]nonane (726 mg) in tetrahydrofuran (15 ml) at −20° C., and the mixture was stirred for 17.5 hours at room temperature. After the reaction mixture was cooled to 0° C., 2N aqueous sodium hydroxide solution (8.5 ml) and 30% aqueous hydrogen peroxide solution (6.8 ml) were added to the mixture, and the resulting mixture was stirred for 3 ho... The reactants are C1=CC=CC=2C3=CC=CC=C3C(C12)COC(=O)NC(CC1=CC=C(C(=O)O)C=C1)C(N1C(CCCC1)C=1NC=C(N1)C1=CC=CC=C1)=O (4-{2-(9H-Fluoren-9-ylmethoxycarbonylamino)-3-oxo-3-[2-(4-phenyl-1H-imidazol-2-yl)-piperidin-1-yl]-propyl}-benzoic acid), Cl.CN (methylamine hydrochloride), CN1CCOCC1 (N-methylmorpholine), O.ON1N=NC2=C1C=CC=C2 (1-hydroxybenzotriazole hydrate), Cl.CN(CCCN=C=NCC)C (1-[3-(dimethylamino)propyl]-3-ethylcarbodiimide hydrochloride). Run in CN(C=O)C (dimethylformamide). Conditions: time 5.5 hour. Product: C1=CC=CC=2C3=CC=CC=C3C(C12)COC(NC(C(N1C(CCCC1)C=1NC=C(N1)C1=CC=CC=C1)=O)CC1=CC=C(C=C1)C(NC)=O)=O ({1-(4-Methylcarbamoyl-benzyl)-2-oxo-2-[2-(4-phenyl-1H-imidazol-2-yl)-piperidin-1-yl]-ethyl}-carbamic acid 9 H-fluoren-9-ylmethyl ester). The yield is 92.0%. As a reaction SMILES: [CH:1]1[C:13]2[CH:12]([CH2:14][O:15][C:16]([NH:18][CH:19]([C:30](=[O:48])[N:31]3[CH2:36][CH2:35][CH2:34][CH2:33][CH:32]3C3NC=C(C4C=CC=CC=4)N=3)[CH2:20][C:21]3[CH:29]=[CH:28][C:24]([C:25]([OH:27])=O)=[CH:23][CH:22]=3)=[O:17])[C:11]3[C:6](=[CH:7][CH:8]=[CH:9][CH:10]=3)[C:5]=2[CH:4]=[CH:3][CH:2]=1.Cl.CN.C[N:53]1[CH2:58]COCC1.O.ON1[C:65]2[CH:66]=CC=[CH:69][C:64]=2N=N1.Cl.CN(C)[CH2:73][CH2:74][CH2:75][N:76]=[C:77]=[N:78][CH2:79]C>CN(C)C=O>[CH:10]1[C:11]2[CH:12]([CH2:14][O:15][C:16](=[O:17])[NH:18][CH:19]([CH2:20][C:21]3[CH:22]=[CH:23][C:24]([C:25](=[O:27])[NH:53][CH3:58])=[CH:28][CH:29]=3)[C:30](=[O:48])[N:31]3[CH2:36][CH2:35][CH2:34][CH2:33][CH:32]3[C:77]3[NH:78][CH:79]=[C:75]([C:74]4[CH:73]=[CH:66][CH:65]=[CH:64][CH:69]=4)[N:76]=3)[C:13]3[C:5](=[CH:4][CH:3]=[CH:2][CH:1]=3)[C:6]=2[CH:7]=[CH:8][CH:9]=1 |f:1.2,4.5,6.7|. Procedure: To a mixture of 150 mg (0.23 mmol) of the product from step B, 17 mg (0.25 mmol) of methylamine hydrochloride, 27 uL (0.25 mmol) of N-methylmorpholine, 62 mg (0.46 mmol) of 1-hydroxybenzotriazole hydrate, and 57 mg (0.3 mmol) of of 1-[3-(dimethylamino)propyl]-3-ethylcarbodiimide hydrochloride was added 2 mL of dimethylformamide. The resulting mixture was allowed to stir at room temperature under argon for 5.5 hours. The mixture was partitioned between ethyl acetate and water and separated. The o... The reactants are ClC=1C=C(C=CC1)NC(CSC=1NN=C(N1)C=1C=NC=CC1)=O (N-(3-chloro-phenyl)-2-(5-pyridin-3-yl-2H-[1,2,4]triazol-3-ylsulfanyl)-acetamide), ClC1=CC(=CC=C1)C(=O)OO (m-chloroperbenzoic acid). Solvent: ClCCl (dichloromethane). Conditions: time 2 hour. Yields the product ClC=1C=C(C=CC1)NC(CS(=O)C=1NN=C(N1)C=1C=NC=CC1)=O (N-(3-Chloro-phenyl)-2-(5-pyridin-3-yl-2H-[1,2,4]triazol-3-ylsulfinyl)-acetamide). Yield: 44.2%. As a reaction SMILES: [Cl:1][C:2]1[CH:3]=[C:4]([NH:8][C:9](=[O:23])[CH2:10][S:11][C:12]2[NH:13][N:14]=[C:15]([C:17]3[CH:18]=[N:19][CH:20]=[CH:21][CH:22]=3)[N:16]=2)[CH:5]=[CH:6][CH:7]=1.ClC1C=CC=C(C(OO)=[O:32])C=1>ClCCl>[Cl:1][C:2]1[CH:3]=[C:4]([NH:8][C:9](=[O:23])[CH2:10][S:11]([C:12]2[NH:13][N:14]=[C:15]([C:17]3[CH:18]=[N:19][CH:20]=[CH:21][CH:22]=3)[N:16]=2)=[O:32])[CH:5]=[CH:6][CH:7]=1. Reported procedure: To a dichloromethane solution (2 mL) of N-(3-chloro-phenyl)-2-(5-pyridin-3-yl-2H-[1,2,4]triazol-3-ylsulfanyl)-acetamide (0.080 g, 0.25 mmol), m-chloroperbenzoic acid (0.25 mmol) was and the mixture was stirred for 2 h. The reaction mixture was quenched with sodium bicarbonate solution and the product extracted in ethyl acetate. The ethyl acetate layer was dried, filtered and evaporated to afford crude residue. This residue was purified by reverse phase HPLC to afford pure title compound (40 mg, ... The reactants are CC(=O)CC(=O)OCc1ccccc1, CC(=O)O, O=N[O-], [Na+], O. The product is O=C(C=NO)CC(=O)OCc1ccccc1. RXN SMILES: [C:1]([CH2:2][C:3](=[O:4])[CH3:5])(=[O:6])[O:7][CH2:8][c:9]1[cH:10][cH:11][cH:12][cH:13][cH:14]1.[CH3:15][C:16](=[O:17])[OH:18].[N:19](=[O:20])[O-:21].[Na+:22].[OH2:23]>>[C:1]([CH2:2][C:3](=[O:4])[CH:5]=[N:19][OH:20])(=[O:6])[O:7][CH2:8][c:9]1[cH:10][cH:11][cH:12][cH:13][cH:14]1.